This data is from the Open Reaction Database (ORD), a public repository of structured organic reaction records. The task is: describe an organic reaction: reactants, conditions, products, and yield Reactants: CCN(C(C)C)C(C)C (DIEA), C(C)(C)(C)OC(=O)NCCC1=C(CNC([C@H]2NCCC2)=O)C=C(C=C1)Cl (L-prolin-N-(2-(2-(tert-butyloxycarbonylamino)ethyl)-5-chlorobenzyl)amide), O.ON1N=NC2=C1C=CC=C2 (1-hydroxybenzotriazole hydrate), 2R-hydroxy-2-phenylpropionic acid, C(CCl)Cl (EDC), CN(C)C=O (DMF). Conditions: time 18 hour. Yields the product O[C@](C(=O)N1[C@H](C(=O)NCC2=C(C=CC(=C2)Cl)CCNC(=O)OC(C)(C)C)CCC1)(C)C1=CC=CC=C1 (1-((2R)-2-hydroxy-2-phenylpropanoyl)-N-(2-(2-(tert-butyloxycarbonylamino)ethyl)-5-chlorobenzyl)-L-prolinamide). As a reaction SMILES: [C:1]([O:5][C:6]([NH:8][CH2:9][CH2:10][C:11]1[CH:25]=[CH:24][C:23]([Cl:26])=[CH:22][C:12]=1[CH2:13][NH:14][C:15](=[O:21])[C@@H:16]1[CH2:20][CH2:19][CH2:18][NH:17]1)=[O:7])([CH3:4])([CH3:3])[CH3:2].[OH2:27].ON1[C:33]2[CH:34]=[CH:35][CH:36]=[CH:37][C:32]=2N=N1.[CH2:38](Cl)[CH2:39]Cl.CCN(C(C)C)C(C)C.CN([CH:54]=[O:55])C>>[OH:27][C@@:38]([C:32]1[CH:37]=[CH:36][CH:35]=[CH:34][CH:33]=1)([CH3:39])[C:54]([N:17]1[CH2:18][CH2:19][CH2:20][C@H:16]1[C:15]([NH:14][CH2:13][C:12]1[CH:22]=[C:23]([Cl:26])[CH:24]=[CH:25][C:11]=1[CH2:10][CH2:9][NH:8][C:6]([O:5][C:1]([CH3:4])([CH3:2])[CH3:3])=[O:7])=[O:21])=[O:55] |f:1.2|. Reported procedure: To a solution of L-prolin-N-(2-(2-(tert-butyloxycarbonylamino)ethyl)-5-chlorobenzyl)amide (0.50 g, 1.31 mmol), 1-hydroxybenzotriazole hydrate (0.215 g, 1.4), and 2R-hydroxy-2-phenylpropionic acid (0.215 g, 1.3 mmol) in DMF (15 mL) was added EDC (0.29 g, 1.5 mmol). To the stirred solution was added DIEA (approximately 0.14 mL) until the solution measured pH 6 on wetted E. Merck pH indicator strips. The mixture was stirred for 18 h at ambient temperature. The solvent was removed under reduced pres... The reactants are O=C1CCc2ccccc21, CNc1ccccc1, Cc1ccccc1, Cc1ccc(S(=O)(=O)O)cc1. Yields the product CN(C1=CCc2ccccc21)c1ccccc1. RXN SMILES: [C:1]1(=[O:10])[CH2:2][CH2:3][c:4]2[cH:5][cH:6][cH:7][cH:8][c:9]21.[CH3:11][NH:12][c:13]1[cH:14][cH:15][cH:16][cH:17][cH:18]1.[CH3:30][c:31]1[cH:32][cH:33][cH:34][cH:35][cH:36]1.[c:19]1([CH3:20])[cH:21][cH:22][c:23]([S:24]([OH:25])(=[O:26])=[O:27])[cH:28][cH:29]1>>[C:1]1([N:12]([CH3:11])[c:13]2[cH:14][cH:15][cH:16][cH:17][cH:18]2)=[CH:2][CH2:3][c:4]2[cH:5][cH:6][cH:7][cH:8][c:9]21. The reactants are NC1=CC=CC=C1 (aniline), C(C)(=O)O (acetic acid), C(C)(=O)O[BH-](OC(C)=O)OC(C)=O.[Na+] (sodium triacetoxyborohydride), Cl (hydrochloric acid), ClC1=C2CNC(C2=C(C=C1)C=1N(C2=CC=C(C=C2C1)C=O)C(=O)OC(C)(C)C)=O (4-chloro-7-[1-(tert-butoxycarbonyl)-5-formylindol-2-yl]isoindolinone). Solvent: C(C)#N (acetonitrile). Product: ClC1=C2CNC(C2=C(C=C1)C=1N(C2=CC=C(C=C2C1)CNC1=CC=CC=C1)C(=O)OC(C)(C)C)=O (4-chloro-7-(1-(tert-butoxycarbonyl)-5-(phenylaminomethyl)indol-2-yl)isoindolinone). Isolated yield 92.2%. As a reaction SMILES: [Cl:1][C:2]1[CH:10]=[CH:9][C:8]([C:11]2[N:12]([C:22]([O:24][C:25]([CH3:28])([CH3:27])[CH3:26])=[O:23])[C:13]3[C:18]([CH:19]=2)=[CH:17][C:16]([CH:20]=O)=[CH:15][CH:14]=3)=[C:7]2[C:3]=1[CH2:4][NH:5][C:6]2=[O:29].[NH2:30][C:31]1[CH:36]=[CH:35][CH:34]=[CH:33][CH:32]=1.C(O)(=O)C.C(O[BH-](OC(=O)C)OC(=O)C)(=O)C.[Na+].Cl>C(#N)C>[Cl:1][C:2]1[CH:10]=[CH:9][C:8]([C:11]2[N:12]([C:22]([O:24][C:25]([CH3:27])([CH3:28])[CH3:26])=[O:23])[C:13]3[C:18]([CH:19]=2)=[CH:17][C:16]([CH2:20][NH:30][C:31]2[CH:36]=[CH:35][CH:34]=[CH:33][CH:32]=2)=[CH:15][CH:14]=3)=[C:7]2[C:3]=1[CH2:4][NH:5][C:6]2=[O:29] |f:3.4|. Procedure: In a similar manner to Step 2 of Example 6, 4-chloro-7-[1-(tert-butoxycarbonyl)-5-formylindol-2-yl]isoindolinone (57.5 mg, 0.140 mmol) was dissolved in acetonitrile (3 mL), and the solution was treated with aniline (0.051 mL, 0.56 mmol), acetic acid (0.160 mL, 2.80 mmol) and sodium triacetoxyborohydride (89 mg, 0.42 mmol). The reaction mixture was added with 1 mol/L hydrochloric acid and extracted with ethyl acetate. The organic layer was washed with saturated aqueous sodium hydrogencarbonate so... The reactants are O=C([O-])O, COc1ccc(B2OC(C)(C)C(C)(C)O2)cc1S(C)(=O)=O, COCCOC, NS(=O)(=O)c1ccc(CNc2nc(NC3(C(F)(F)F)CC3)c3nc(Cl)ccc3n2)cc1, [Na+]. Product: COc1ccc(-c2ccc3nc(NCc4ccc(S(N)(=O)=O)cc4)nc(NC4(C(F)(F)F)CC4)c3n2)cc1S(C)(=O)=O. RXN SMILES: [C:53](=[O:54])([OH:55])[O-:56].[CH3:32][S:33](=[O:34])(=[O:35])[c:36]1[cH:37][c:38]([B:44]2[O:45][C:46]([CH3:47])([CH3:48])[C:49]([CH3:50])([CH3:51])[O:52]2)[cH:39][cH:40][c:41]1[O:42][CH3:43].[CH3:58][O:59][CH2:60][CH2:61][O:62][CH3:63].[Cl:1][c:2]1[cH:3][cH:4][c:5]2[n:6][c:7]([NH:20][CH2:21][c:22]3[cH:23][cH:24][c:25]([S:28](=[O:29])(=[O:30])[NH2:31])[cH:26][cH:27]3)[n:8][c:9]([NH:12][C:13]3([C:16]([F:17])([F:18])[F:19])[CH2:14][CH2:15]3)[c:10]2[n:11]1.[Na+:57]>>[c:2]1(-[c:38]2[cH:37][c:36]([S:33]([CH3:32])(=[O:34])=[O:35])[c:41]([O:42][CH3:43])[cH:40][cH:39]2)[cH:3][cH:4][c:5]2[n:6][c:7]([NH:20][CH2:21][c:22]3[cH:23][cH:24][c:25]([S:28](=[O:29])(=[O:30])[NH2:31])[cH:26][cH:27]3)[n:8][c:9]([NH:12][C:13]3([C:16]([F:17])([F:18])[F:19])[CH2:14][CH2:15]3)[c:10]2[n:11]1. Starting materials: CN(C)C=O, CN(C(=O)OC(C)(C)C)c1cc(Cl)ccc1[N+](=O)[O-], Oc1ccc(C(F)(F)F)cc1, [H-], [Na+]. Product: CN(C(=O)OC(C)(C)C)c1cc(Oc2ccc(C(F)(F)F)cc2)ccc1[N+](=O)[O-]. As a reaction SMILES: [CH3:33][N:34]([CH3:35])[CH:36]=[O:37].[Cl:12][c:13]1[cH:14][cH:15][c:16]([N+:28](=[O:29])[O-:30])[c:17]([N:19]([C:20]([O:21][C:22]([CH3:23])([CH3:24])[CH3:25])=[O:26])[CH3:27])[cH:18]1.[F:1][C:2]([c:3]1[cH:4][cH:5][c:6]([OH:9])[cH:7][cH:8]1)([F:10])[F:11].[H-:31].[Na+:32]>>[F:1][C:2]([c:3]1[cH:4][cH:5][c:6]([O:9][c:13]2[cH:14][cH:15][c:16]([N+:28](=[O:29])[O-:30])[c:17]([N:19]([C:20]([O:21][C:22]([CH3:23])([CH3:24])[CH3:25])=[O:26])[CH3:27])[cH:18]2)[cH:7][cH:8]1)([F:10])[F:11].